From a dataset of the Open Reaction Database (ORD), a public repository of structured organic reaction records. describe an organic reaction: reactants, conditions, products, and yield Starting materials: OCc1ccc(Cc2ccccc2)cc1, ClC(Cl)Cl, O=S(Cl)Cl, c1ccncc1. The product is ClCc1ccc(Cc2ccccc2)cc1. RXN SMILES: [CH2:1]([c:2]1[cH:3][cH:4][cH:5][cH:6][cH:7]1)[c:8]1[cH:9][cH:10][c:11]([CH2:12][OH:13])[cH:14][cH:15]1.[CH:26]([Cl:27])([Cl:28])[Cl:29].[S:22]([Cl:23])([Cl:24])=[O:25].[cH:16]1[cH:17][cH:18][n:19][cH:20][cH:21]1>>[CH2:1]([c:2]1[cH:3][cH:4][cH:5][cH:6][cH:7]1)[c:8]1[cH:9][cH:10][c:11]([CH2:12][Cl:24])[cH:14][cH:15]1.